Dataset: the Open Reaction Database (ORD), a public repository of structured organic reaction records. Task: describe an organic reaction: reactants, conditions, products, and yield The reactants are FC(C1=C2C(=NC(=C1)C(F)(F)F)N(C(C2(C)C)=C)C)(F)F (4,6-bis[trifluoromethyl]-1,3,3-trimethyl-2-methylenepyrrolo[2,3-b]pyridine), OC1=C(C2=C(OC3=C2C=CC=C3)C(=C1)N1CCCCC1)N=O (2-hydroxy-1-nitroso-4-piperidinodibenzofuran), OC1=C(C2=C(OC3=C2C=CC=C3)C(=C1)N1CCCCC1)N=O (2-hydroxy-1-nitroso-4-piperidinodibenzofuran). Solvent: C=1(C(=CC=CC1)C)C (xylene). Conditions: time 24 hour. Yields the product FC(C1=C2C(=NC(=C1)C(F)(F)F)N(C1(OC3=C(NC1)C1=C(OC4=C1C=CC=C4)C(=C3)N3CCCCC3)C2(C)C)C)(F)F (4,6-bis[trifluoromethyl]-1,3,3-trimethyl-6'-piperidinospiro[2H-pyrrolo[2,3-b]pyridine-2,3'-[3H]-[2H-[1,4]benzoxazino[6,5-b]benzofuran]]), polyurethane. Reaction SMILES: [F:1][C:2]([F:21])([F:20])[C:3]1[CH:8]=[C:7]([C:9]([F:12])([F:11])[F:10])[N:6]=[C:5]2[N:13]([CH3:19])[C:14](=[CH2:18])[C:15]([CH3:17])([CH3:16])[C:4]=12.[OH:22][C:23]1[CH:35]=[C:34]([N:36]2[CH2:41][CH2:40][CH2:39][CH2:38][CH2:37]2)[C:26]2[O:27][C:28]3[CH:33]=[CH:32][CH:31]=[CH:30][C:29]=3[C:25]=2[C:24]=1[N:42]=O>C1(C)C(C)=CC=CC=1>[F:21][C:2]([F:20])([F:1])[C:3]1[CH:8]=[C:7]([C:9]([F:10])([F:11])[F:12])[N:6]=[C:5]2[N:13]([CH3:19])[C:14]3([C:15]([CH3:16])([CH3:17])[C:4]=12)[CH2:18][NH:42][C:24]1[C:25]2[C:29]4[CH:30]=[CH:31][CH:32]=[CH:33][C:28]=4[O:27][C:26]=2[C:34]([N:36]2[CH2:41][CH2:40][CH2:39][CH2:38][CH2:37]2)=[CH:35][C:23]=1[O:22]3. Reported procedure: A mixture of 4,6-bis[trifluoromethyl]-1,3,3-trimethyl-2-methylenepyrrolo[2,3-b]pyridine (1.83 g; 0.0059 mol) and 2-hydroxy-1-nitroso-4-piperidinodibenzofuran (2.60 g; 0.01 mol) in xylene (50 ml) was stirred and heated under nitrogen and refluxed for 24 hours. A further portion of 2-hydroxy-1-nitroso-4-piperidinodibenzofuran (1.2 g; 0.0059 mol) was added and the reaction continued for a further 24 h. The resulting dark solution was evaporated to dryness and the resulting gum chromatographed over ... The product is crude product, ClC1=C(C=C(C=C1)C1=C(N=C(O1)C1=CC=C(C=C1)F)CCl)F (5-(4-chloro-3-fluorophenyl)-4-chloromethyl-2-(4-fluoro-phenyl)oxazole). RXN SMILES: [Cl:1][C:2]1[CH:7]=[CH:6][C:5]([C:8]2[O:12][C:11]([C:13]3[CH:18]=[CH:17][C:16]([F:19])=[CH:15][CH:14]=3)=[N:10][C:9]=2[CH2:20]O)=[CH:4][C:3]=1[F:22].S(Cl)([Cl:25])=O>O1CCCC1>[Cl:1][C:2]1[CH:7]=[CH:6][C:5]([C:8]2[O:12][C:11]([C:13]3[CH:18]=[CH:17][C:16]([F:19])=[CH:15][CH:14]=3)=[N:10][C:9]=2[CH2:20][Cl:25])=[CH:4][C:3]=1[F:22]. Starting materials: ClC1=C(C=C(C=C1)C1=C(N=C(O1)C1=CC=C(C=C1)F)CO)F (5-(4-chloro-3-fluorophenyl)-2-(4-fluoro-phenyl)-4-hydroxymethyloxazole), S(=O)(Cl)Cl (thionyl chloride), S(=O)(Cl)Cl (thionyl chloride). The solvent is O1CCCC1 (tetrahydrofuran). Procedure: A solution of 5-(4-chloro-3-fluorophenyl)-2-(4-fluoro-phenyl)-4-hydroxymethyloxazole (965 mg) and thionyl chloride (1.1 ml) in tetrahydrofuran (30 ml) was stirred at 0° C. for 30 minutes, followed by stirring at room temperature for 2 hours. Additional thionyl chloride (1.1 ml) was added to the mixture and the mixture was refluxed for one hour. The reaction mixture was concentrated under reduced pressure. The remaining volatiles were removed by evaporation with toluene, and further dried under r... Run at time 2 hour. Reactants: ClC1=NC2=CC=CC=C2C(=C1)OC (2-Chloro-4-methoxyquinoline), NCCCCN (1,4-diaminobutane). Solvent: ClCCl (dichloromethane). The product is NCCCCNC1=NC2=CC=CC=C2C(=C1)OC (2-(4-aminobut-1-ylamino)-4-methoxyquinoline). The yield is 46.7%. Reaction SMILES: Cl[C:2]1[CH:11]=[C:10]([O:12][CH3:13])[C:9]2[C:4](=[CH:5][CH:6]=[CH:7][CH:8]=2)[N:3]=1.[NH2:14][CH2:15][CH2:16][CH2:17][CH2:18][NH2:19]>ClCCl>[NH2:14][CH2:15][CH2:16][CH2:17][CH2:18][NH:19][C:2]1[CH:11]=[C:10]([O:12][CH3:13])[C:9]2[C:4](=[CH:5][CH:6]=[CH:7][CH:8]=2)[N:3]=1. Procedure: 2-Chloro-4-methoxyquinoline (prepared as for 2-chloro-4-ethoxyquinoline but using methanol as solvent; 3.873 g, 20 mmol) and 1,4-diaminobutane (12.3 g, 140 mmol) were heated at 60° C. for 50 h. The solution was then reduced in volume in vacuo, and diluted with dichloromethane. The solid was filtered off and washed with dichloromethane. The filtrate was evaporated to dryness and purified by flash chromatography, eluting with 0-10% ‘10% ammonia in methanol’ in dichloromethane, to give 2-(4-aminobu... Starting materials: CC1(COB(OC1)C1=CC=C(C=C1)CCCC(=O)O)C (4-[4-(5,5-Dimethyl-[1,3,2]dioxaborinan-2-yl)-phenyl]-butyric acid), [OH-].[Na+] (NaOH). Run in C(C)OCC (diethyl ether). Conditions: time 10 minute. Yields the product B(O)(O)C1=CC=C(C=C1)CCCC(=O)O (4-(4-Boronophenyl)-butyric acid). As a reaction SMILES: CC1(C)C[O:6][B:5]([C:8]2[CH:13]=[CH:12][C:11]([CH2:14][CH2:15][CH2:16][C:17]([OH:19])=[O:18])=[CH:10][CH:9]=2)[O:4]C1.[OH-].[Na+]>C(OCC)C>[B:5]([C:8]1[CH:9]=[CH:10][C:11]([CH2:14][CH2:15][CH2:16][C:17]([OH:19])=[O:18])=[CH:12][CH:13]=1)([OH:6])[OH:4] |f:1.2|. Procedure: 2A (343 mg, 1.24 mmol) was added to a mixture of diethyl ether (10 mL) and NaOH (2 mL, 2 N). The reaction mixture was stirred at rt for 10 min. The ether layer was separated and then treated with an additional portion of NaOH for 5 min. The combined aqueous layers were washed with diethyl ether (2×) and acidified to pH 4 with hydrochloric acid (6 N). The resulting solid precipitate was collected by filtration to afford 2B contaminated with 2A (212 mg, 1:1 2B/2A, 43% yield based on content of 2B)... Reactants: O=Cc1cccc(Br)c1, O=C([O-])[O-], Cc1cccc(O)c1, [K+], [K+], c1ccc2ncccc2c1, c1ccncc1. The product is Cc1cccc(Oc2cccc(C=O)c2)c1. RXN SMILES: [Br:1][c:2]1[cH:3][c:4]([CH:5]=[O:6])[cH:7][cH:8][cH:9]1.[C:18](=[O:19])([O-:20])[O-:21].[CH3:10][c:11]1[cH:12][cH:13][cH:14][c:15]([OH:16])[cH:17]1.[K+:22].[K+:23].[cH:24]1[cH:25][c:26]2[c:27]([n:28][cH:29][cH:30][cH:31]2)[cH:32][cH:33]1.[cH:34]1[cH:35][cH:36][n:37][cH:38][cH:39]1>>[c:2]1([O:16][c:15]2[cH:14][cH:13][cH:12][c:11]([CH3:10])[cH:17]2)[cH:3][c:4]([CH:5]=[O:6])[cH:7][cH:8][cH:9]1. Reactants: CCCCCC(C=CC1C(O)C=CC1CC=CCCCC(=O)O)OC(C)=O, CC(=O)O, CCOCC, [K+], C=[N+]=[N-], NC(=O)NCN=O, [OH-]. Product: CCCCCC(C=CC1C(O)C=CC1CC=CCCCC(=O)OC)OC(C)=O. Reaction SMILES: [C:1]([CH3:2])(=[O:3])[O:4][CH:5]([CH:6]=[CH:7][CH:8]1[CH:9]([OH:22])[CH:10]=[CH:11][CH:12]1[CH2:13][CH:14]=[CH:15][CH2:16][CH2:17][CH2:18][C:19](=[O:20])[OH:21])[CH2:23][CH2:24][CH2:25][CH2:26][CH3:27].[CH3:40][C:41](=[O:42])[OH:43].[CH3:44][CH2:45][O:46][CH2:47][CH3:48].[K+:39].[N+:28](=[N-:29])=[CH2:30].[N:31]([CH2:32][NH:33][C:34]([NH2:35])=[O:36])=[O:37].[OH-:38]>>[C:1]([CH3:2])(=[O:3])[O:4][CH:5]([CH:6]=[CH:7][CH:8]1[CH:9]([OH:22])[CH:10]=[CH:11][CH:12]1[CH2:13][CH:14]=[CH:15][CH2:16][CH2:17][CH2:18][C:19](=[O:20])[O:21][CH3:30])[CH2:23][CH2:24][CH2:25][CH2:26][CH3:27]. The reactants are C[Al](C)C (Trimethylaluminum), BrC1=C(OCC#N)C(=CC(=C1)C1=C2C=CC=CC2=C(C2=C1C1=C(S2)C=CC=C1)Br)Br ([2,6-dibromo-4-(6-bromo-benzo[b]naphtho[2,3-d]thiophen-11-yl)-phenoxy]-acetonitrile), C[Si](C)(C)N=[N+]=[N-] (Trimethylsilyl azide). Solvent: O (water). Run at temperature 80 celsius. Yields the product BrC1=C(OCC2=NN=NN2)C(=CC(=C1)C1=C2C=CC=CC2=C(C2=C1C1=C(S2)C=CC=C1)Br)Br (5-[2,6-Dibromo-4-(6-bromo-benzo[b]naphtho[2,3-d]thiophen-11-yl)-phenoxymethyl]-1 H-tetrazole). Reaction SMILES: C[Al](C)C.[Br:5][C:6]1[CH:15]=[C:14]([C:16]2[C:25]3[C:26]4[CH:32]=[CH:31][CH:30]=[CH:29][C:27]=4[S:28][C:24]=3[C:23]([Br:33])=[C:22]3[C:17]=2[CH:18]=[CH:19][CH:20]=[CH:21]3)[CH:13]=[C:12]([Br:34])[C:7]=1[O:8][CH2:9][C:10]#[N:11].C[Si]([N:39]=[N+:40]=[N-:41])(C)C>O>[Br:5][C:6]1[CH:15]=[C:14]([C:16]2[C:25]3[C:26]4[CH:32]=[CH:31][CH:30]=[CH:29][C:27]=4[S:28][C:24]=3[C:23]([Br:33])=[C:22]3[C:17]=2[CH:18]=[CH:19][CH:20]=[CH:21]3)[CH:13]=[C:12]([Br:34])[C:7]=1[O:8][CH2:9][C:10]1[NH:41][N:40]=[N:39][N:11]=1. Procedure: Trimethylaluminum (2.55 mL, 3.84mmol, 2.0 M solution in toluene) was added to [2,6-dibromo-4-(6-bromo-benzo[b]naphtho[2,3-d]thiophen-11-yl)-phenoxy]-acetonitrile (0.615 g, 1.02 mmol) under a dry nitrogen atmosphere. Trimethylsilyl azide (0.510 mL, 3.84 mmol) was then added and the solution was heated in a 80° C. oil bath. After 16.5 h the reaction mixture was cooled to room temperature and water was cautiously added. The mixture was partitioned between dilute aqueous HCl and ethyl acetate. The l... The reactants are BrC1=NC=CC=C1 (2-bromopyridine), C(CC#C)C=1OC2=C(N1)C(=CC=C2)Cl (2-(but-3-ynyl)-4-chlorobenzo[d]oxazole). The product is ClC1=CC=CC2=C1N=C(O2)CCC#CC2=NC=CC=C2 (4-chloro-2-(4-(pyridin-2-yl)but-3-ynyl)benzo[d]oxazole). Yield: 11.3%. Reaction SMILES: Br[C:2]1[CH:7]=[CH:6][CH:5]=[CH:4][N:3]=1.[CH2:8]([C:12]1[O:13][C:14]2[CH:20]=[CH:19][CH:18]=[C:17]([Cl:21])[C:15]=2[N:16]=1)[CH2:9][C:10]#[CH:11]>>[Cl:21][C:17]1[C:15]2[N:16]=[C:12]([CH2:8][CH2:9][C:10]#[C:11][C:2]3[CH:7]=[CH:6][CH:5]=[CH:4][N:3]=3)[O:13][C:14]=2[CH:20]=[CH:19][CH:18]=1. Procedure details: The title compound was prepared in accordance with the general method of Example 1, from 2-bromopyridine (15 mg, 97 μmol) and 2-(but-3-ynyl)-4-chlorobenzo[d]oxazole (20 mg, 97 μmol). The crude residue was purified by flash chromatography (cyclohexane/AcOEt 4:1) to yield 3 mg (11 μmol, 11%) of 4-chloro-2-(4-(pyridin-2-yl)but-3-ynyl)benzo[d]oxazole as a brown solid. Reactants: Cc1cccc(CC(NC(=O)C(c2ccccc2)c2ccccc2)C(=O)O)c1, CN1CCOCC1, CCN=C=NCCCN(C)C, ClCCl, Cl, Cl, COC(=O)c1cccc(CCCC(N)C(N)=O)c1, O, On1nnc2ccccc21. Product: COC(=O)c1cccc(CCCC(NC(=O)C(Cc2cccc(C)c2)NC(=O)C(c2ccccc2)c2ccccc2)C(N)=O)c1. As a reaction SMILES: [CH3:20][c:21]1[cH:22][c:23]([CH2:24][CH:25]([NH:26][C:27]([CH:28]([c:29]2[cH:30][cH:31][cH:32][cH:33][cH:34]2)[c:35]2[cH:36][cH:37][cH:38][cH:39][cH:40]2)=[O:41])[C:42](=[O:43])[OH:44])[cH:45][cH:46][cH:47]1.[CH3:59][N:60]1[CH2:61][CH2:62][O:63][CH2:64][CH2:65]1.[CH3:66][N:67]([CH3:68])[CH2:69][CH2:70][CH2:71][N:72]=[C:73]=[N:74][CH2:75][CH3:76].[Cl:78][CH2:79][Cl:80].[ClH:19].[ClH:77].[NH2:1][CH:2]([C:3](=[O:4])[NH2:5])[CH2:6][CH2:7][CH2:8][c:9]1[cH:10][c:11]([C:15](=[O:16])[O:17][CH3:18])[cH:12][cH:13][cH:14]1.[OH2:48].[OH:49][n:50]1[c:51]2[cH:52][cH:53][cH:54][cH:55][c:56]2[n:57][n:58]1>>[NH:1]([CH:2]([C:3](=[O:4])[NH2:5])[CH2:6][CH2:7][CH2:8][c:9]1[cH:10][c:11]([C:15](=[O:16])[O:17][CH3:18])[cH:12][cH:13][cH:14]1)[C:42]([CH:25]([CH2:24][c:23]1[cH:22][c:21]([CH3:20])[cH:47][cH:46][cH:45]1)[NH:26][C:27]([CH:28]([c:29]1[cH:30][cH:31][cH:32][cH:33][cH:34]1)[c:35]1[cH:36][cH:37][cH:38][cH:39][cH:40]1)=[O:41])=[O:43]. Reactants: C(O)([O-])=O.[Na+] (sodium hydrogen carbonate), ClC=1C(=C(C=CC1)C(CO)NC(OC(C)(C)C)=O)F (tert-Butyl [1-(3-chloro-2-fluorophenyl)-2-hydroxyethyl]carbamate), O (water), ClS(=O)(=O)N=C=O (chlorosulphonyl isocyanate). Solvent: C(C)#N (acetonitrile). Reaction conditions: temperature 60 celsius, time 30 minute. The product is Cl.C(N)(OCC(C1=C(C(=CC=C1)Cl)F)N)=O (2-Amino-2-(3-chloro-2-fluorophenyl)ethyl carbamate hydrochloride). As a reaction SMILES: [Cl:1][C:2]1[C:3]([F:19])=[C:4]([CH:8]([NH:11]C(=O)OC(C)(C)C)[CH2:9][OH:10])[CH:5]=[CH:6][CH:7]=1.ClS([N:24]=[C:25]=[O:26])(=O)=O.O.C(=O)([O-])O.[Na+]>C(#N)C>[ClH:1].[C:25](=[O:26])([O:10][CH2:9][CH:8]([NH2:11])[C:4]1[CH:5]=[CH:6][CH:7]=[C:2]([Cl:1])[C:3]=1[F:19])[NH2:24] |f:3.4,6.7|. Procedure: Of the compound from Example 160A, 243 mg (0.84 mmol) were introduced in 10 ml of acetonitrile under argon. Then at −15° C. 102 μl (1.17 mmol) of chlorosulphonyl isocyanate were added dropwise. After 30 min, the reaction solution was admixed with 20 ml of water and heated at 60° C. overnight. The reaction mixture was cooled and introduced into saturated aqueous sodium hydrogen carbonate solution. It was then extracted with ethyl acetate. The organic phase was dried over sodium sulphate, filtered...